Task: describe an organic reaction: reactants, conditions, products, and yield. Dataset: the Open Reaction Database (ORD), a public repository of structured organic reaction records The reactants are ClC1=C(C=CC=C1Cl)OC (2,3-Dichloroanisole), [Cl-].[Al+3].[Cl-].[Cl-] (aluminum chloride), ice water, C1(CCCC1)CC(=O)Cl (cyclopentylacetyl chloride), Cl (hydrochloric acid). The solvent is ClCCl (dichloromethane). Run at time 16 hour. Product: 53.2, ClC1=C(C=CC(=C1Cl)OC)C(CC1CCCC1)=O (2',3'-dichloro-4'-methoxy-2-cyclopentylacetophenone). Reaction SMILES: [Cl:1][C:2]1[C:7]([Cl:8])=[CH:6][CH:5]=[CH:4][C:3]=1[O:9][CH3:10].[CH:11]1([CH2:16][C:17](Cl)=[O:18])[CH2:15][CH2:14][CH2:13][CH2:12]1.[Cl-].[Al+3].[Cl-].[Cl-].Cl>ClCCl>[Cl:8][C:7]1[C:2]([Cl:1])=[C:3]([O:9][CH3:10])[CH:4]=[CH:5][C:6]=1[C:17](=[O:18])[CH2:16][CH:11]1[CH2:15][CH2:14][CH2:13][CH2:12]1 |f:2.3.4.5|. Procedure details: 2,3-Dichloroanisole (57.8 g., 0.327 mole) is dissolved in dichloromethane (300 ml.) and cyclopentylacetyl chloride (52.7 g., 0.367 mole) is added. The solution is cooled to +5° C. and aluminum chloride (48.0 g., 0.36 mole) is added gradually over a one-hour period at +5° C. The mixture is stirred for 2 hours at +5° C. and at 20°-25° C. for 16 hours and then poured into 1 liter of ice water containing 150 ml. of 12N hydrochloric acid. The organic phase is separated and the aqueous phase is extrac... Reactants: N1C=CC2=CC=CC=C12 (indole), CN[C@H]1[C@@H](CCCC1)NC (trans-N,N′-dimethyl-1,2-cyclohexanediamine), BrC1=C(N)C=CC=C1 (2-bromoaniline), [O-]P(=O)([O-])[O-].[K+].[K+].[K+] (K3PO4). The reagents and catalysts are [Cu]I (CuI). Solvent: CCCCCC.C(C)(=O)OCC (hexane ethyl acetate), C1(=CC=CC=C1)C (toluene). The product is NC1=C(C=CC=C1)N1C=CC2=CC=CC=C12 (1-(2-Aminophenyl)indole). The yield is 71.1%. Reaction SMILES: [NH:1]1[C:9]2[C:4](=[CH:5][CH:6]=[CH:7][CH:8]=2)[CH:3]=[CH:2]1.Br[C:11]1[CH:17]=[CH:16][CH:15]=[CH:14][C:12]=1[NH2:13].[O-]P([O-])([O-])=O.[K+].[K+].[K+].CN[C@@H]1CCCC[C@H]1NC>[Cu]I.CCCCCC.C(OCC)(=O)C.C1(C)C=CC=CC=1>[NH2:13][C:12]1[CH:14]=[CH:15][CH:16]=[CH:17][C:11]=1[N:1]1[C:9]2[C:4](=[CH:5][CH:6]=[CH:7][CH:8]=2)[CH:3]=[CH:2]1 |f:2.3.4.5,8.9|. Procedure details: Using the general procedure, indole (0.117 g, 1.00 mmol) was coupled with 2-bromoaniline (0.206 g, 1.20 mmol) using CuI (9.5 mg, 0.050 mmol, 5.0 mol %), K3PO4 (2.1 mmol), trans-N,N′-dimethyl-1,2-cyclohexanediamine (16 μL, 0.10 mmol, 10 mol %) and toluene (1.0 mL) to give the crude product. Column chromatography (2×15 cm, hexane:ethyl acetate 5:1) provided 0.148 g (71% yield) of the product as a colorless oil. 1H NMR (400 MHz, CDCl3): δ 7.64 (m, 1H), 7.18 (m, 6H), 6.82 (m, 2H), 6.64 (m, 1H), 3.52... Reactants: CNCC1(c2ccc(I)cc2)CCN(C(=O)OC(C)(C)C)CC1, O=C=Nc1cc(Cl)cc(Cl)c1, ClCCl. Product: CN(CC1(c2ccc(I)cc2)CCN(C(=O)OC(C)(C)C)CC1)C(=O)Nc1cc(Cl)cc(Cl)c1. Reaction SMILES: [C:1]([CH3:2])([CH3:3])([CH3:4])[O:5][C:6](=[O:7])[N:8]1[CH2:9][CH2:10][C:11]([CH2:14][NH:15][CH3:16])([c:17]2[cH:18][cH:19][c:20]([I:23])[cH:21][cH:22]2)[CH2:12][CH2:13]1.[Cl:24][c:25]1[cH:26][c:27]([N:32]=[C:33]=[O:34])[cH:28][c:29]([Cl:31])[cH:30]1.[Cl:35][CH2:36][Cl:37]>>[C:1]([CH3:2])([CH3:3])([CH3:4])[O:5][C:6](=[O:7])[N:8]1[CH2:9][CH2:10][C:11]([CH2:14][N:15]([CH3:16])[C:33]([NH:32][c:27]2[cH:26][c:25]([Cl:24])[cH:30][c:29]([Cl:31])[cH:28]2)=[O:34])([c:17]2[cH:18][cH:19][c:20]([I:23])[cH:21][cH:22]2)[CH2:12][CH2:13]1. The reactants are CN(C1=CC=C(C(=O)C2=C(C(=O)O)C(=C(C(=C2Cl)Cl)Cl)Cl)C=C1)C (2-(4-(dimethylamino)benzoyl)-3,4,5,6-tetrachlorobenzoic acid), C(C)N(C1=CC(=CC=C1)N(CC)CC)CC (N,N,N',N'-tetraethyl-m-phenylenediamine), C(C)(=O)OC(C)=O (acetic anhydride). Solvent: CO (methanol). Run at temperature 91 celsius. The product is C(C)N(C1=C(C=CC(=C1)N(CC)CC)C1(OC(=O)C2=C(C(=C(C(=C12)Cl)Cl)Cl)Cl)C1=CC=C(C=C1)N(C)C)CC (3-(2,4-bis(diethylamino)phenyl)-3-(4-(dimethylamino)phenyl)-4,5,6,7-tetrachlorophthalide). As a reaction SMILES: [CH3:1][N:2]([CH3:24])[C:3]1[CH:23]=[CH:22][C:6]([C:7]([C:9]2[C:17]([Cl:18])=[C:16]([Cl:19])[C:15]([Cl:20])=[C:14]([Cl:21])[C:10]=2[C:11]([OH:13])=O)=[O:8])=[CH:5][CH:4]=1.[CH2:25]([N:27]([CH2:39][CH3:40])[C:28]1[CH:33]=[CH:32][CH:31]=[C:30]([N:34]([CH2:37][CH3:38])[CH2:35][CH3:36])[CH:29]=1)[CH3:26].C(OC(=O)C)(=O)C>CO>[CH2:35]([N:34]([CH2:37][CH3:38])[C:30]1[CH:29]=[C:28]([N:27]([CH2:25][CH3:26])[CH2:39][CH3:40])[CH:33]=[CH:32][C:31]=1[C:7]1([C:6]2[CH:5]=[CH:4][C:3]([N:2]([CH3:24])[CH3:1])=[CH:23][CH:22]=2)[C:9]2[C:10](=[C:14]([Cl:21])[C:15]([Cl:20])=[C:16]([Cl:19])[C:17]=2[Cl:18])[C:11](=[O:13])[O:8]1)[CH3:36]. Reported procedure: A mixture of 2-(4-(dimethylamino)benzoyl)-3,4,5,6-tetrachlorobenzoic acid (16.28 g.), N,N,N',N'-tetraethyl-m-phenylenediamine (9.68 g.) and acetic anhydride (10 ml.) was heated (at 91° C.) during two hours. Addition of methanol (20 ml., then 12 ml., then 10 ml.) afforded 3-(2,4-bis(diethylamino)phenyl)-3-(4-(dimethylamino)phenyl)-4,5,6,7-tetrachlorophthalide (I: X=(CH3CH2)2N, Y2 =H, Y4 =(CH3)2N, Z4 =Z5 =Z6 =Z7 =Cl) in three fractions (m.p. 174°-176° C., m.p. 180°-181° C. and m.p. 180°-181° C.). Reactants: CS(=O)(=O)O (methanesulfonic acid), O=P12OP3(=O)OP(=O)(O1)OP(=O)(O2)O3 (phosphorous pentoxide), CS(=O)(=O)O (methanesulfonic acid), ice water, C(=O)(O)C1=C(C=C(C=C1)OC)C1=CC=C(C=C1)C(=O)O (2,4'-dicarboxy-5-methoxybiphenyl). Conditions: temperature 40 celsius, time 8 hour. The product is C(=O)(O)C1=CC=2C(C3=CC=C(C=C3C2C=C1)OC)=O (2-carboxy-6-methoxy-9-oxo-9H-fluorene). The yield is 74.5%. Reaction SMILES: O=P12OP3(OP(OP(O3)(O1)=O)(=O)O2)=O.CS(O)(=O)=O.[C:20]([C:23]1[CH:28]=[CH:27][C:26]([O:29][CH3:30])=[CH:25][C:24]=1[C:31]1[CH:36]=[CH:35][C:34]([C:37]([OH:39])=[O:38])=[CH:33][CH:32]=1)(O)=[O:21]>>[C:37]([C:34]1[CH:35]=[CH:36][C:31]2[C:24]3[C:23](=[CH:28][CH:27]=[C:26]([O:29][CH3:30])[CH:25]=3)[C:20](=[O:21])[C:32]=2[CH:33]=1)([OH:39])=[O:38]. Reported procedure: A mixture of 2.5 g of phosphorous pentoxide and 25 ml of methanesulfonic acid were stirred together under a nitrogen atmosphere overnight. To this mixture were added 2.3 g of 2,4'-dicarboxy-5-methoxybiphenyl. The reaction mixture was stirred at room temperature for six hours with the addition of methanesulfonic acid to keep the mixture sufficient for stirring. The mixture was then warmed to 40° C. for one hour, cooled, and poured into ice water. The resulting yellow-green precipitate was recover...